This data is from the Open Reaction Database (ORD), a public repository of structured organic reaction records. The task is: describe an organic reaction: reactants, conditions, products, and yield Reactants: alkoxide, O.C(C)(=O)[O-].[Pb+2].C(C)(=O)[O-] (lead acetate hydrate). Solvent: COC(C)O (methoxyethanol). Product: COC([O-])C.[Pb+2].COC([O-])C (lead methoxyethoxide). As a reaction SMILES: O.[C:2]([O-:5])(=[O:4])[CH3:3].[Pb+2:6].[C:7]([O-:10])(=[O:9])[CH3:8]>COC(O)C>[CH3:7][O:4][CH:2]([CH3:3])[O-:5].[Pb+2:6].[CH3:2][O:9][CH:7]([CH3:8])[O-:10] |f:0.1.2.3,5.6.7|. Procedure details: For the multicomponent PZT and PLZT sol-gel thin films to be described in Examples 8 through 14, stock alkoxide solutions were prepared. A lead methoxyethoxide stock solution was prepared by dissolving 37.9 grams of lead acetate hydrate in 300 ml of methoxyethanol at 80° C. The solution was distilled at 110° C. to remove the water and acetate. This lead methoxyethoxide stock solution was analyzed by ICP (inductively coupled plasma) to have a Pb concentration of 87.8 grams/liter (0.422 M). The reactants are ice water, CN(C(C)=O)C=1C=C(C=CC1)N1C2=C(N=C(C1=O)CC=1C=NC=CC1)C=CC=N2 (4-[3-(N-methyl-N-acetylamino)phenyl]-2-(3-pyridylmethyl)-3-oxo-3,4-dihydropyrido[2,3-b]pyrazine), C([O-])(O)=O.[Na+] (sodium bicarbonate). The solvent is Cl (hydrochloric acid). Yields the product CNC=1C=C(C=CC1)N1C2=C(N=C(C1=O)CC=1C=NC=CC1)C=CC=N2 (4-[3-(methylamino)phenyl]-2-(3-pyridylmethyl)-3-oxo-3,4-dihydropyrido[2,3-b]pyrazine). Yield: 58.9%. As a reaction SMILES: [CH3:1][N:2]([C:6]1[CH:7]=[C:8]([N:12]2[C:17](=[O:18])[C:16]([CH2:19][C:20]3[CH:21]=[N:22][CH:23]=[CH:24][CH:25]=3)=[N:15][C:14]3[CH:26]=[CH:27][CH:28]=[N:29][C:13]2=3)[CH:9]=[CH:10][CH:11]=1)C(=O)C.C(=O)(O)[O-].[Na+]>Cl>[CH3:1][NH:2][C:6]1[CH:7]=[C:8]([N:12]2[C:17](=[O:18])[C:16]([CH2:19][C:20]3[CH:21]=[N:22][CH:23]=[CH:24][CH:25]=3)=[N:15][C:14]3[CH:26]=[CH:27][CH:28]=[N:29][C:13]2=3)[CH:9]=[CH:10][CH:11]=1 |f:1.2|. Reported procedure: A solution of 4-[3-(N-methyl-N-acetylamino)phenyl]-2-(3-pyridylmethyl)-3-oxo-3,4-dihydropyrido[2,3-b]pyrazine (2.02 g) in 3N hydrochloric acid (20 ml) was stirred under reflux for 2 hours. Then the mixture was poured into ice-water and alkalinized with sodium bicarbonate. The resultant solid was collected and washed with water and recrystallized from ethanol to give 4-[3-(methylamino)phenyl]-2-(3-pyridylmethyl)-3-oxo-3,4-dihydropyrido[2,3-b]pyrazine (1.06 g). Product: ClC1=CC=CC(=N1)OC1=CC=C(C=C1)N=C=O (4-((6-chloro-2-pyridinyl)oxy)phenyl isocyanate). Procedure details: A stream of phosgene was passed into 120 ml. of dry toluene maintained at a temperature of about 0 to about 5° C. until a weight of 13.4 grams (0.135 mole) had been absorbed. 4-((6-Chloro-2-pyridinyl)oxy)benzenamine (10.0 grams; 0.045 mole) in 100 ml. of dry toluene was then added to the stirred phosgene solution over a period of about 15 minutes while maintaining the reaction temperature within a range of about 2° to about 5° C. Following the completion of the addition, the reaction mixture was... Starting materials: C(=O)(Cl)Cl (phosgene), C(=O)(Cl)Cl (phosgene), C(=O)(Cl)Cl (phosgene), ClC1=CC=CC(=N1)OC1=CC=C(C=C1)N (4-((6-Chloro-2-pyridinyl)oxy)benzenamine). Run at time 20 minute. The solvent is C1(=CC=CC=C1)C (toluene), C1(=CC=CC=C1)C (toluene). As a reaction SMILES: [C:1](Cl)(Cl)=[O:2].[Cl:5][C:6]1[N:11]=[C:10]([O:12][C:13]2[CH:18]=[CH:17][C:16]([NH2:19])=[CH:15][CH:14]=2)[CH:9]=[CH:8][CH:7]=1>C1(C)C=CC=CC=1>[Cl:5][C:6]1[N:11]=[C:10]([O:12][C:13]2[CH:18]=[CH:17][C:16]([N:19]=[C:1]=[O:2])=[CH:15][CH:14]=2)[CH:9]=[CH:8][CH:7]=1. Reactants: CCOCC, CC(C)NC(C)C, C[Si](C)(C)Cl, [Li]C, CCOC(=O)Cc1ccccc1. The product is CCOC(=Cc1ccccc1)O[Si](C)(C)C. RXN SMILES: [CH3:27][CH2:28][O:29][CH2:30][CH3:31].[CH:3]([NH:4][CH:5]([CH3:6])[CH3:7])([CH3:8])[CH3:9].[Cl:22][Si:23]([CH3:24])([CH3:25])[CH3:26].[Li:1][CH3:2].[c:10]1([CH2:16][C:17](=[O:18])[O:19][CH2:20][CH3:21])[cH:11][cH:12][cH:13][cH:14][cH:15]1>>[c:10]1([CH:16]=[C:17]([O:18][Si:23]([CH3:24])([CH3:25])[CH3:26])[O:19][CH2:20][CH3:21])[cH:11][cH:12][cH:13][cH:14][cH:15]1. The reactants are ClC(=O)OCC(C)C (isobutyl chloroformate), C(C1=CC=CC=C1)OC([C@@H](NC([C@@H](N)CC1=CC=CC=C1)=O)CC(C)C)=O (L-phenylalanyl-L-leucine benzyl ester), C(C)(C)(C)OC(=O)N[C@@H](CC1=CC=C(C=C1)O)C(=O)NCC(=O)N[C@@H](C)C(=O)O (N-t-butoxycarbonyl-L-tyrosylglycyl-L-alanine), CN1CCOCC1 (N-methylmorpholine). The solvent is CN(C=O)C (dimethylformamide), CN(C=O)C (dimethylformamide), O (water). Run at temperature -15 celsius, time 30 minute. Yields the product C(C1=CC=CC=C1)OC([C@@H](NC([C@@H](NC([C@@H](NC(CNC([C@@H](NC(=O)OC(C)(C)C)CC1=CC=C(C=C1)O)=O)=O)C)=O)CC1=CC=CC=C1)=O)CC(C)C)=O (N-t-butoxycarbonyl-L-tyrosylglycyl-L-alanyl-L-phenylalanyl-L-leucine benzyl ester). Reaction SMILES: [C:1]([O:5][C:6]([NH:8][C@H:9]([C:18]([NH:20][CH2:21][C:22]([NH:24][C@H:25]([C:27](O)=[O:28])[CH3:26])=[O:23])=[O:19])[CH2:10][C:11]1[CH:16]=[CH:15][C:14]([OH:17])=[CH:13][CH:12]=1)=[O:7])([CH3:4])([CH3:3])[CH3:2].CN1CCOCC1.ClC(OCC(C)C)=O.[CH2:45]([O:52][C:53](=[O:71])[C@H:54]([CH2:67][CH:68]([CH3:70])[CH3:69])[NH:55][C:56](=[O:66])[C@H:57]([CH2:59][C:60]1[CH:65]=[CH:64][CH:63]=[CH:62][CH:61]=1)[NH2:58])[C:46]1[CH:51]=[CH:50][CH:49]=[CH:48][CH:47]=1>CN(C)C=O.O>[CH2:45]([O:52][C:53](=[O:71])[C@H:54]([CH2:67][CH:68]([CH3:69])[CH3:70])[NH:55][C:56](=[O:66])[C@H:57]([CH2:59][C:60]1[CH:65]=[CH:64][CH:63]=[CH:62][CH:61]=1)[NH:58][C:27](=[O:28])[C@H:25]([CH3:26])[NH:24][C:22](=[O:23])[CH2:21][NH:20][C:18](=[O:19])[C@H:9]([CH2:10][C:11]1[CH:12]=[CH:13][C:14]([OH:17])=[CH:15][CH:16]=1)[NH:8][C:6]([O:5][C:1]([CH3:3])([CH3:4])[CH3:2])=[O:7])[C:46]1[CH:47]=[CH:48][CH:49]=[CH:50][CH:51]=1. Reported procedure: 14.0 Parts N-t-butoxycarbonyl-L-tyrosylglycyl-L-alanine and 3.5 parts N-methylmorpholine are dissolved in 200 parts dimethylformamide and cooled to -15° C. Then, 5.2 parts isobutyl chloroformate is added dropwise over a 30 minute period while maintaining the temperature at -15° C. Then, a solution of 9.8 parts L-phenylalanyl-L-leucine benzyl ester in 50 parts dimethylformamide is slowly added at -15° C., and the mixture stirred at this temperature for 30 minutes. The cooling apparatus is removed... The reactants are C(=O)C=1C=C(SC1)/C=C/C(=O)OC (methyl (2E)-3-(4-formylthiophen-2-yl)acrylate), Cl (hydrochloric acid), [Cl-].C(C)(=O)NC=1SC=C(N1)C[P+](C1=CC=CC=C1)(C1=CC=CC=C1)C1=CC=CC=C1 ({[2-(acetylamino)-1,3-thiazol-4-yl]methyl}(triphenyl)phosphoniumchloride), CC(C)([O-])C.[K+] (Potassium tert-butoxide), [Cl-].[Na+] (Sodium chloride). Run in CN(C=O)C (N,N-dimethylformamide), CN(C=O)C (N,N-dimethylformamide). Reaction conditions: temperature 0 celsius, time 15 minute. Product: C(C)(=O)NC=1SC=C(N1)C=CC=1C=C(SC1)/C=C/C(=O)OC (methyl (2E)-3-(4-{2-[2-(acetylamino)-1,3-thiazol-4-yl]vinyl}thiophen-2-yl)acrylate). Yield: 82.4%. Reaction SMILES: [Cl-].[C:2]([NH:5][C:6]1[S:7][CH:8]=[C:9]([CH2:11][P+](C2C=CC=CC=2)(C2C=CC=CC=2)C2C=CC=CC=2)[N:10]=1)(=[O:4])[CH3:3].CC(C)([O-])C.[K+].[CH:37]([C:39]1[CH:40]=[C:41](/[CH:44]=[CH:45]/[C:46]([O:48][CH3:49])=[O:47])[S:42][CH:43]=1)=O.Cl.[Cl-].[Na+]>CN(C)C=O>[C:2]([NH:5][C:6]1[S:7][CH:8]=[C:9]([CH:11]=[CH:37][C:39]2[CH:40]=[C:41](/[CH:44]=[CH:45]/[C:46]([O:48][CH3:49])=[O:47])[S:42][CH:43]=2)[N:10]=1)(=[O:4])[CH3:3] |f:0.1,2.3,6.7|. Procedure: To {[2-(acetylamino)-1,3-thiazol-4-yl]methyl}(triphenyl)phosphoniumchloride (6.602 g, 14.58 mmol) was added anhydrous N,N-dimethylformamide (30 ml), and the mixture was cooled to 0° C. Potassium tert-butoxide (3.146 g, 28.03 mmol) was added, and the mixture was stirred at 0° C. for 15 min. A solution of methyl (2E)-3-(4-formylthiophen-2-yl)acrylate (2.200 g, 11.21 mmol) in anhydrous N,N-dimethylformamide (30 ml) was added dropwise, and the mixture was stirred at 0° C. for 1 hr. The reaction mixt... Reactants: C(C)(=O)N1CCS(C2=C(C1)C=C(S2)S(N)(=O)=O)(=O)=O (4-Acetyl-7-sulfamoyl-2,3,4,5-tetrahydrothieno[3,2-f]-1,4-thiazepin-1,1-dioxide), CO (methanol), Cl (HCl), B(F)(F)F.CCOCC (boron trifluoride etherate). Solvent: C1CCOC1 (THF). Yields the product Cl.C(C)N1CCS(C2=C(C1)C=C(S2)S(N)(=O)=O)(=O)=O (4-ethyl-7-sulfamoyl-2,3,4,5-tetrahydrothieno[3,2-f]-1,4-thiazepin-1,1-dioxide hydrochloride). Yield: 27.0%. Reaction SMILES: [C:1]([N:4]1[CH2:10][C:9]2[CH:11]=[C:12]([S:14](=[O:17])(=[O:16])[NH2:15])[S:13][C:8]=2[S:7](=[O:19])(=[O:18])[CH2:6][CH2:5]1)(=O)[CH3:2].B(F)(F)F.CCOCC.CO.[ClH:31]>C1COCC1>[ClH:31].[CH2:1]([N:4]1[CH2:10][C:9]2[CH:11]=[C:12]([S:14](=[O:16])(=[O:17])[NH2:15])[S:13][C:8]=2[S:7](=[O:18])(=[O:19])[CH2:6][CH2:5]1)[CH3:2] |f:1.2,6.7|. Procedure: 4-Acetyl-7-sulfamoyl-2,3,4,5-tetrahydrothieno[3,2-f]-1,4-thiazepin-1,1-dioxide (200 mg, 0.62 mmol) was dissolved in dry THF (10 mL), boron trifluoride etherate (0.15 mL) was added and the reaction mixture was refluxed for 0.5 hour. Borane dimethyl sulfide complex (0.7 mL) was added and the reaction mixture was refluxed for 1 hour. The reaction mixture was cooled and methanol and isopropanolic HCl were added. This solution was refluxed for 0.5 hours and the solvents removed. The residue was chrom...